Dataset: the Open Reaction Database (ORD), a public repository of structured organic reaction records. Task: describe an organic reaction: reactants, conditions, products, and yield Starting materials: [BH3-]C#N, CCN, CO, Cl, Cl, CC(=O)CCCc1ccc([N+](=O)[O-])cc1, [Na+]. The product is CCNC(C)CCCc1ccc([N+](=O)[O-])cc1. Reaction SMILES: [C:20]([BH3-:21])#[N:22].[CH2:17]([CH3:18])[NH2:19].[CH3:25][OH:26].[ClH:16].[ClH:24].[N+:1](=[O:2])([O-:3])[c:4]1[cH:5][cH:6][c:7]([CH2:10][CH2:11][CH2:12][C:13]([CH3:14])=[O:15])[cH:8][cH:9]1.[Na+:23]>>[N+:1](=[O:2])([O-:3])[c:4]1[cH:5][cH:6][c:7]([CH2:10][CH2:11][CH2:12][CH:13]([CH3:14])[NH:19][CH2:17][CH3:18])[cH:8][cH:9]1. Starting materials: ClC=1C(=NC(=NC1)NC1=CC(=C(C=C1C)C1CC(N(CC1)CC1=CC=C(C=C1)OC)=O)C)NC1=NNC(=C1)C (4-(4-(5-chloro-4-(5-methyl-1H-pyrazol-3-ylamino)pyrimidin-2-ylamino)-2,5-dimethylphenyl)-1-(4-methoxybenzyl)piperidin-2-one). The solvent is C(=O)(C(F)(F)F)O (TFA). Product: ClC=1C(=NC(=NC1)NC1=CC(=C(C=C1C)C1CC(NCC1)=O)C)NC1=NNC(=C1)C (4-(4-(5-chloro-4-(5-methyl-1H-pyrazol-3-ylamino)pyrimidin-2-ylamino)-2,5-dimethylphenyl)piperidin-2-one). Reaction SMILES: [Cl:1][C:2]1[C:3]([NH:33][C:34]2[CH:38]=[C:37]([CH3:39])[NH:36][N:35]=2)=[N:4][C:5]([NH:8][C:9]2[C:14]([CH3:15])=[CH:13][C:12]([CH:16]3[CH2:21][CH2:20][N:19](CC4C=CC(OC)=CC=4)[C:18](=[O:31])[CH2:17]3)=[C:11]([CH3:32])[CH:10]=2)=[N:6][CH:7]=1>C(O)(C(F)(F)F)=O>[Cl:1][C:2]1[C:3]([NH:33][C:34]2[CH:38]=[C:37]([CH3:39])[NH:36][N:35]=2)=[N:4][C:5]([NH:8][C:9]2[C:14]([CH3:15])=[CH:13][C:12]([CH:16]3[CH2:21][CH2:20][NH:19][C:18](=[O:31])[CH2:17]3)=[C:11]([CH3:32])[CH:10]=2)=[N:6][CH:7]=1. Procedure: A solution of 4-(4-(5-chloro-4-(5-methyl-1H-pyrazol-3-ylamino)pyrimidin-2-ylamino)-2,5-dimethylphenyl)-1-(4-methoxybenzyl)piperidin-2-one (45 mg) in TFA (0.5 mL) was heated to 100° C. for 24 hr. After cooling down to room temperature, the mixture was concentrated and purified by preparative RP-HPLC to provide 4-(4-(5-chloro-4-(5-methyl-1H-pyrazol-3-ylamino)pyrimidin-2-ylamino)-2,5-dimethylphenyl)piperidin-2-one. ESMS m/z 426.2 (M+H+). Reactants: [BH4-], CO, O=C1c2cc(F)ccc2CCC1CN1CCC2(CC1)C(=O)NCN2c1ccccc1, [Na+], O. The product is O=C1NCN(c2ccccc2)C12CCN(CC1CCc3ccc(F)cc3C1O)CC2. As a reaction SMILES: [BH4-:31].[CH3:33][OH:34].[F:1][c:2]1[cH:3][cH:4][c:5]2[c:10]([cH:11]1)[C:9](=[O:12])[CH:8]([CH2:13][N:14]1[CH2:15][CH2:16][C:17]3([C:18](=[O:28])[NH:19][CH2:20][N:21]3[c:22]3[cH:23][cH:24][cH:25][cH:26][cH:27]3)[CH2:29][CH2:30]1)[CH2:7][CH2:6]2.[Na+:32].[OH2:35]>>[F:1][c:2]1[cH:3][cH:4][c:5]2[c:10]([cH:11]1)[CH:9]([OH:12])[CH:8]([CH2:13][N:14]1[CH2:15][CH2:16][C:17]3([C:18](=[O:28])[NH:19][CH2:20][N:21]3[c:22]3[cH:23][cH:24][cH:25][cH:26][cH:27]3)[CH2:29][CH2:30]1)[CH2:7][CH2:6]2. Reactants: C1(=CC=CC=C1)C(C1=CC=CC=C1)OC(=O)C1=C(CS[C@H]2N1C(C2NC(CC=2SC=CC2)=O)=O)C=NOC (diphenylmethyl-3-methoxyiminomethyl-7-(2-thienylacetamido)-3-cephem-4-carboxylate), C1(=CC=CC=C1)OC (anisole), FC(C(=O)O)(F)F (trifluoroacetic acid). Solvent: C(Cl)Cl (methylene chloride). Conditions: time 25 minute. Product: CON=CC=1CS[C@H]2N(C1C(=O)O)C(C2NC(CC=2SC=CC2)=O)=O (3-methoxyiminomethyl-7-(2-thienylacetamido)-3-cephem-4-carboxylic acid). Isolated yield 78.7%. As a reaction SMILES: C1(C([O:14][C:15]([C:17]2[N:22]3[C:23](=[O:34])[CH:24]([NH:25][C:26](=[O:33])[CH2:27][C:28]4[S:29][CH:30]=[CH:31][CH:32]=4)[C@H:21]3[S:20][CH2:19][C:18]=2[CH:35]=[N:36][O:37][CH3:38])=[O:16])C2C=CC=CC=2)C=CC=CC=1.C1(OC)C=CC=CC=1.FC(F)(F)C(O)=O>C(Cl)Cl>[CH3:38][O:37][N:36]=[CH:35][C:18]1[CH2:19][S:20][C@@H:21]2[CH:24]([NH:25][C:26](=[O:33])[CH2:27][C:28]3[S:29][CH:30]=[CH:31][CH:32]=3)[C:23](=[O:34])[N:22]2[C:17]=1[C:15]([OH:16])=[O:14]. Procedure: To a solution of diphenylmethyl-3-methoxyiminomethyl-7-(2-thienylacetamido)-3-cephem-4-carboxylate (394 mg) in methylene chloride (11 ml) are added anisole (1.1 ml) and trifluoroacetic acid (1.1 ml) at 0° C. under argon atmosphere, and the mixture is kept at the same temperature for 25 minutes, and at room temperature for 25 minutes. The reaction mixture is evaporated, and trituration of the residue in ether gives 3-methoxyiminomethyl-7-(2-thienylacetamido)-3-cephem-4-carboxylic acid (216 mg). m... The reactants are COc1ccc(CNCc2c(Br)cc([N+](=O)[O-])cc2Br)cc1, O=C=Nc1c(Cl)cccc1Cl, ClCCl. The product is COc1ccc(CN(Cc2c(Br)cc([N+](=O)[O-])cc2Br)C(=O)Nc2c(Cl)cccc2Cl)cc1. Reaction SMILES: [Br:12][c:13]1[c:14]([CH2:15][NH:16][CH2:17][c:18]2[cH:19][cH:20][c:21]([O:24][CH3:25])[cH:22][cH:23]2)[c:26]([Br:33])[cH:27][c:28]([N+:30](=[O:31])[O-:32])[cH:29]1.[Cl:1][c:2]1[c:3]([N:9]=[C:10]=[O:11])[c:4]([Cl:8])[cH:5][cH:6][cH:7]1.[Cl:34][CH2:35][Cl:36]>>[Cl:1][c:2]1[c:3]([NH:9][C:10](=[O:11])[N:16]([CH2:15][c:14]2[c:13]([Br:12])[cH:29][c:28]([N+:30](=[O:31])[O-:32])[cH:27][c:26]2[Br:33])[CH2:17][c:18]2[cH:19][cH:20][c:21]([O:24][CH3:25])[cH:22][cH:23]2)[c:4]([Cl:8])[cH:5][cH:6][cH:7]1. The reactants are COC(=O)c1cc(Br)c(C)s1, C1COCCO1, Cn1nccc1B1OC(C)(C)C(C)(C)O1, [K+], [K+], O=C([O-])[O-], O. Product: COC(=O)c1cc(-c2ccnn2C)c(C)s1. As a reaction SMILES: [Br:1][c:2]1[cH:3][c:4]([C:8](=[O:9])[O:10][CH3:11])[s:5][c:6]1[CH3:7].[CH2:33]1[O:34][CH2:35][CH2:36][O:37][CH2:38]1.[CH3:12][n:13]1[n:14][cH:15][cH:16][c:17]1[B:18]1[O:19][C:20]([CH3:21])([CH3:22])[C:23]([CH3:24])([CH3:25])[O:26]1.[K+:27].[K+:28].[O-:29][C:30]([O-:31])=[O:32].[OH2:39]>>[c:2]1(-[c:17]2[n:13]([CH3:12])[n:14][cH:15][cH:16]2)[cH:3][c:4]([C:8](=[O:9])[O:10][CH3:11])[s:5][c:6]1[CH3:7].